This data is from the Open Reaction Database (ORD), a public repository of structured organic reaction records. The task is: describe an organic reaction: reactants, conditions, products, and yield The reactants are C(C1=CC=CC=C1)OC(=O)N1[C@@H](C[C@H](C1)O[Si](C)(C)C(C)(C)C)COC(C)=O ((2S,4R)-1-benzyloxycarbonyl-2-acetoxymethyl-4-t-butyldimethylsilyloxypyrrolidine), B(F)(F)F.CCOCC (boron trifluoride etherate), resultant mixture. The solvent is ClCCl (dichloromethane). The product is C(C1=CC=CC=C1)OC(=O)N1[C@@H](C[C@H](C1)O)COC(C)=O ((2S,4R)-1-benzyloxycarbonyl-2-acetoxymethyl-4-hydroxypyrrolidine). Reaction SMILES: [CH2:1]([O:8][C:9]([N:11]1[CH2:15][C@H:14]([O:16][Si](C(C)(C)C)(C)C)[CH2:13][C@H:12]1[CH2:24][O:25][C:26](=[O:28])[CH3:27])=[O:10])[C:2]1[CH:7]=[CH:6][CH:5]=[CH:4][CH:3]=1.B(F)(F)F.CCOCC>ClCCl>[CH2:1]([O:8][C:9]([N:11]1[CH2:15][C@H:14]([OH:16])[CH2:13][C@H:12]1[CH2:24][O:25][C:26](=[O:28])[CH3:27])=[O:10])[C:2]1[CH:3]=[CH:4][CH:5]=[CH:6][CH:7]=1 |f:1.2|. Procedure: To a solution of (2S,4R)-1-benzyloxycarbonyl-2-acetoxymethyl-4-t-butyldimethylsilyloxypyrrolidine (42.23 g) in dry dichloromethane (422 ml), boron trifluoride etherate (103.54 g) was added at room temperature, and the resultant mixture was stirred at the same temperature for 4 hours. The reaction mixture was washed successively with aqueous sodium bicarbonate solution and water and dried over magnesium sulfate. Removal of the solvent gave (2S,4R)-1-benzyloxycarbonyl-2-acetoxymethyl-4-hydroxypyrr... The product is ClC=1C=C(C=CC1F)NC1=NC=NC2=CC(=C(C=C12)NC(C=CC(=O)OCC)=O)OCC1CC1 (4-[(3-chloro-4-fluorophenyl)amino]-6-[(3-ethoxycarbonyl-1-oxo-2-propen-1-yl)-amino]-7-cyclopropylmethoxy-quinazoline). The reactants are ClC(=O)C=CC(=O)OCC (ethyl 3-chlorocarbonyl-acrylate), NC=1C=C2C(=NC=NC2=CC1OCC1CC1)NC1=CC(=C(C=C1)F)Cl (6-amino-4-[(3-chloro-4-fluorophenyl)amino]-7-cyclopropylmethoxy-quinazoline), C(C)(C)N(CC)C(C)C (diisopropylethylamine). Procedure details: A solution of 3.00 g of ethyl 3-chlorocarbonyl-acrylate in 50 ml of tetrahydrofuran is added dropwise to 5.00 g of 6-amino-4-[(3-chloro-4-fluorophenyl)amino]-7-cyclopropylmethoxy-quinazoline and 3.5 ml of diisopropylethylamine in 150 ml of tetrahydrofuran while cooling with an ice bath. The reaction mixture is stirred for a further hour while cooling with an ice bath and then stirred overnight at ambient temperature. Next, the solvent is largely distilled off in the rotary evaporator and the res... As a reaction SMILES: Cl[C:2]([CH:4]=[CH:5][C:6]([O:8][CH2:9][CH3:10])=[O:7])=[O:3].[NH2:11][C:12]1[CH:13]=[C:14]2[C:19](=[CH:20][C:21]=1[O:22][CH2:23][CH:24]1[CH2:26][CH2:25]1)[N:18]=[CH:17][N:16]=[C:15]2[NH:27][C:28]1[CH:33]=[CH:32][C:31]([F:34])=[C:30]([Cl:35])[CH:29]=1.C(N(C(C)C)CC)(C)C>O1CCCC1>[Cl:35][C:30]1[CH:29]=[C:28]([NH:27][C:15]2[C:14]3[C:19](=[CH:20][C:21]([O:22][CH2:23][CH:24]4[CH2:25][CH2:26]4)=[C:12]([NH:11][C:2](=[O:3])[CH:4]=[CH:5][C:6]([O:8][CH2:9][CH3:10])=[O:7])[CH:13]=3)[N:18]=[CH:17][N:16]=2)[CH:33]=[CH:32][C:31]=1[F:34]. Solvent: O1CCCC1 (tetrahydrofuran), O1CCCC1 (tetrahydrofuran). Reaction SMILES: [Cl:1][C:2]1[CH:7]=[CH:6][C:5]([N:8]([CH2:10][CH2:11][CH:12]2[CH2:16][CH2:15][C:14]([CH3:18])([CH3:17])[CH2:13]2)N)=[CH:4][CH:3]=1.CO[CH:21](OC)[CH2:22][CH2:23][CH2:24][NH:25][CH3:26]>>[Cl:1][C:2]1[CH:7]=[C:6]2[C:5](=[CH:4][CH:3]=1)[N:8]([CH2:10][CH2:11][CH:12]1[CH2:16][CH2:15][C:14]([CH3:18])([CH3:17])[CH2:13]1)[CH:21]=[C:22]2[CH2:23][CH2:24][NH:25][CH3:26]. Reported procedure: The title compound is prepared by General Method 10 using 1-(4-chlorophenyl)-1-(2-(3,3-dimethylcyclopentyl)ethyl)hydrazine (Example 5) and 4,4-dimethoxy-N-methylbutan-1-amine. Reactants: ClC1=CC=C(C=C1)N(N)CCC1CC(CC1)(C)C (1-(4-chlorophenyl)-1-(2-(3,3-dimethylcyclopentyl)ethyl)hydrazine), COC(CCCNC)OC (4,4-dimethoxy-N-methylbutan-1-amine). Product: ClC=1C=C2C(=CN(C2=CC1)CCC1CC(CC1)(C)C)CCNC (2-(5-chloro-1-(2-(3,3-dimethylcyclopentyl)ethyl)-1H-indol-3-yl)-N-methylethanamine).